Dataset: the Open Reaction Database (ORD), a public repository of structured organic reaction records. Task: describe an organic reaction: reactants, conditions, products, and yield Starting materials: CC#CCOc1ccc(S(=O)(=O)N(CCCCl)C(C(=O)OC)C(C)C)cc1, CCNCC, [I-], [Na+], CN(C)C=O, O. The product is CC#CCOc1ccc(S(=O)(=O)N(CCCN(CC)CC)C(C(=O)OC)C(C)C)cc1. Reaction SMILES: [CH2:1]([C:2]#[C:3][CH3:4])[O:5][c:6]1[cH:7][cH:8][c:9]([S:12](=[O:13])(=[O:14])[N:15]([CH:16]([C:17](=[O:18])[O:19][CH3:20])[CH:21]([CH3:22])[CH3:23])[CH2:24][CH2:25][CH2:26][Cl:27])[cH:10][cH:11]1.[CH2:30]([CH3:31])[NH:32][CH2:33][CH3:34].[I-:29].[Na+:28].[O:35]=[CH:36][N:37]([CH3:38])[CH3:39].[OH2:40]>>[CH2:1]([C:2]#[C:3][CH3:4])[O:5][c:6]1[cH:7][cH:8][c:9]([S:12](=[O:13])(=[O:14])[N:15]([CH:16]([C:17](=[O:18])[O:19][CH3:20])[CH:21]([CH3:22])[CH3:23])[CH2:24][CH2:25][CH2:26][N:32]([CH2:30][CH3:31])[CH2:33][CH3:34])[cH:10][cH:11]1. The reactants are C([O-])([O-])=O.[K+].[K+] (potassium carbonate), COC1=NNC(S1)=O (5-methoxy-3H-[1,3,4]thiadiazol-2-one), ClCC(C)=O (chloroacetone). The solvent is O1CCOCC1 (dioxane). Run at time 20 hour. The product is COC1=NN(C(S1)=O)CC(C)=O (5-Methoxy-3-(2-oxopropyl)-3H-[1,3,4]thiadiazol-2-one). Reaction SMILES: C(=O)([O-])[O-].[K+].[K+].[CH3:7][O:8][C:9]1[S:13][C:12](=[O:14])[NH:11][N:10]=1.Cl[CH2:16][C:17](=[O:19])[CH3:18]>O1CCOCC1>[CH3:7][O:8][C:9]1[S:13][C:12](=[O:14])[N:11]([CH2:16][C:17](=[O:19])[CH3:18])[N:10]=1 |f:0.1.2|. Procedure details: 69 g of potassium carbonate are added to a solution of 33 g of 5-methoxy-3H-[1,3,4]thiadiazol-2-one in 400 ml of dioxane and the reaction mixture is heated to 60°. Then 21 g of chloroacetone are added dropwise within a short period of time and the reaction mixture is stirred at 70° for 20 hours and then, at 20°, is filtered over Celite. The filtrate is concentrated by evaporation. The residue is stirred with diisopropyl ether and filtered with suction. 45 g of crystals of the title compound havi... The reactants are C1(CC1)C1=NOC(=N1)C1CN(CC(C1)C1=CC=C(C=C1)CC(F)(F)F)C(=O)N1CCSCC1 ({3-(3-Cyclopropyl-1,2,4-oxadiazol-5-yl)-5-[4-(2,2,2-trifluoroethyl)phenyl]piperidin-1-yl}-(thiomorpholin-4-yl)methanone), ClC1=CC(=CC=C1)C(=O)OO (meta-chloroperbenzoic acid). The product is C1(CC1)C1=NOC(=N1)C1CN(CC(C1)C1=CC=C(C=C1)CC(F)(F)F)C(=O)N1CCS(CC1)=O ({3-(3-Cyclopropyl-1,2,4-oxadiazol-5-yl)-5-[4-(2,2,2-trifluoroethyl)phenyl]piperidin-1-yl}(1-oxidothiomorpholin-4-yl)methanone). RXN SMILES: [CH:1]1([C:4]2[N:8]=[C:7]([CH:9]3[CH2:14][CH:13]([C:15]4[CH:20]=[CH:19][C:18]([CH2:21][C:22]([F:25])([F:24])[F:23])=[CH:17][CH:16]=4)[CH2:12][N:11]([C:26]([N:28]4[CH2:33][CH2:32][S:31][CH2:30][CH2:29]4)=[O:27])[CH2:10]3)[O:6][N:5]=2)[CH2:3][CH2:2]1.ClC1C=CC=C(C(OO)=[O:42])C=1>>[CH:1]1([C:4]2[N:8]=[C:7]([CH:9]3[CH2:14][CH:13]([C:15]4[CH:16]=[CH:17][C:18]([CH2:21][C:22]([F:25])([F:23])[F:24])=[CH:19][CH:20]=4)[CH2:12][N:11]([C:26]([N:28]4[CH2:33][CH2:32][S:31](=[O:42])[CH2:30][CH2:29]4)=[O:27])[CH2:10]3)[O:6][N:5]=2)[CH2:3][CH2:2]1. Procedure details: 78.0 mg (0.162 mmol) of the compound from Example 46A were reacted according to General Method 1 with 50.4 mg (0.146 mmol) of meta-chloroperbenzoic acid. Yield: 76.2 mg (88% of theory) The reactants are CCOc1cccc(-n2cc(C(=O)N3CCN(C(=O)OCc4ccccc4)CC3COC(C)=O)nc2-c2ccc(C)cc2)c1, CO, [H][H]. The product is CCOc1cccc(-n2cc(C(=O)N3CCNCC3COC(C)=O)nc2-c2ccc(C)cc2)c1. Reaction SMILES: [C:1]([CH3:2])(=[O:3])[O:4][CH2:5][CH:6]1[CH2:7][N:8]([C:35]([O:36][CH2:37][c:38]2[cH:39][cH:40][cH:41][cH:42][cH:43]2)=[O:44])[CH2:9][CH2:10][N:11]1[C:12](=[O:13])[c:14]1[n:15][c:16](-[c:28]2[cH:29][cH:30][c:31]([CH3:34])[cH:32][cH:33]2)[n:17](-[c:19]2[cH:20][c:21]([O:25][CH2:26][CH3:27])[cH:22][cH:23][cH:24]2)[cH:18]1.[CH3:47][OH:48].[H:45][H:46]>>[C:1]([CH3:2])(=[O:3])[O:4][CH2:5][CH:6]1[CH2:7][NH:8][CH2:9][CH2:10][N:11]1[C:12](=[O:13])[c:14]1[n:15][c:16](-[c:28]2[cH:29][cH:30][c:31]([CH3:34])[cH:32][cH:33]2)[n:17](-[c:19]2[cH:20][c:21]([O:25][CH2:26][CH3:27])[cH:22][cH:23][cH:24]2)[cH:18]1. Reactants: C(C)=O (acetaldehyde), CC=1C(C2(CC2)CCC1)C(C)=O (1-(5-methylspiro[2.5]oct-5-en-4-yl)ethanone), C(=O)(O)[O-].[Na+] (NaHCO3), Cl (HCl), [Na+].[Cl-] (NaCl), C(C)(C)NC(C)C (diisopropylamine), [Li]CCCC (n-BuLi), CCCCCC (hexane). Reagents/catalysts: O.C1(=CC=C(C=C1)S(=O)(=O)O)C (para-toluene sulfonic acid monohydrate). Run in C1CCOC1 (THF), C1CCOC1 (THF), C1CCOC1 (THF). Reaction conditions: temperature -10 celsius, time 3 hour. Yields the product crude product, CC=1C(C2(CC2)CCC1)C(\C=C\C)=O ((E)-1-(5-Methylspiro[2.5]oct-5-en-4-yl)but-2-en-1-one). The yield is 64.8%. RXN SMILES: C(N[CH:5]([CH3:7])[CH3:6])(C)C.[Li]CCCC.CCCCCC.[CH3:19][C:20]1[CH:21]([C:28](=[O:30])C)[C:22]2([CH2:25][CH2:26][CH:27]=1)[CH2:24][CH2:23]2.C(=O)C.Cl.[Na+].[Cl-].C([O-])(O)=O.[Na+]>C1COCC1.O.C1(C)C=CC(S(O)(=O)=O)=CC=1>[CH3:19][C:20]1[CH:21]([C:28](=[O:30])/[CH:7]=[CH:5]/[CH3:6])[C:22]2([CH2:25][CH2:26][CH:27]=1)[CH2:23][CH2:24]2 |f:6.7,8.9,11.12|. Reported procedure: At −78° C. under N2, a solution of diisopropylamine (0.53 ml, 3.72 mmol) in anhydrous THF (2.75 ml) was treated dropwise with a solution of 1.6M n-BuLi in hexane (2.33 ml, 2.75 mmol). The resulting solution was warmed to −10° C., cooled to −78° C., and treated dropwise with a solution of 1-(5-methylspiro[2.5]oct-5-en-4-yl)ethanone (470 mg, 2.87 mmol) in anhydrous THF (2.75 ml). The resulting solution was warmed to −20° C., cooled to −78° C. and treated with a solution of acetaldehyde (0.81 ml, 1... The reactants are CCOC(C)=O, COC(=O)CCSC(SCCC(=O)N(C)C)c1cccc(CO)c1. The product is COC(=O)CCSC(SCCC(=O)N(C)C)c1cccc(C=O)c1. Reaction SMILES: [CH3:25][CH2:26][O:27][C:28](=[O:29])[CH3:30].[OH:1][CH2:2][c:3]1[cH:4][c:5]([CH:9]([S:10][CH2:11][CH2:12][C:13](=[O:14])[O:15][CH3:16])[S:17][CH2:18][CH2:19][C:20]([N:21]([CH3:22])[CH3:23])=[O:24])[cH:6][cH:7][cH:8]1>>[O:1]=[CH:2][c:3]1[cH:4][c:5]([CH:9]([S:10][CH2:11][CH2:12][C:13](=[O:14])[O:15][CH3:16])[S:17][CH2:18][CH2:19][C:20]([N:21]([CH3:22])[CH3:23])=[O:24])[cH:6][cH:7][cH:8]1. The product is Nc1nc(NC(=O)c2ccccc2)sc1C(=O)O. RXN SMILES: [ClH:23].[Li+:22].[NH2:1][c:2]1[n:3][c:4]([NH:11][C:12]([c:13]2[cH:14][cH:15][cH:16][cH:17][cH:18]2)=[O:19])[s:5][c:6]1[C:7](=[O:8])[O:9][CH3:10].[O:24]1[CH2:25][CH2:26][CH2:27][CH2:28]1.[OH-:21].[OH2:20].[OH2:29]>>[NH2:1][c:2]1[n:3][c:4]([NH:11][C:12]([c:13]2[cH:14][cH:15][cH:16][cH:17][cH:18]2)=[O:19])[s:5][c:6]1[C:7](=[O:8])[OH:9]. The reactants are Cl, [Li+], COC(=O)c1sc(NC(=O)c2ccccc2)nc1N, C1CCOC1, [OH-], O, O.